From a dataset of the Open Reaction Database (ORD), a public repository of structured organic reaction records. describe an organic reaction: reactants, conditions, products, and yield Starting materials: C1(=CC=CC=C1)N(C(C[C@H]1C[C@H](OC(O1)(C)C)CCN1C(=C(C(=C1C1=CC=C(C=C1)F)C1=CC=CC=C1)C(=O)NC1=CC=CC=C1)C(C)C)=O)C1=CC=CC=C1 ((4R-cis)-1-[2-[6-[2-(diphenylamino)-2-oxoethyl]-2,2-dimethyl-1,3-dioxan-4-yl]ethyl]-5-(4-fluorophenyl)-2-(1-methylethyl)-N,4-diphenyl-1H-pyrrole-3-carboxamide), CO (methanol), Cl (hydrochloric acid). Run at time 12 hour. The product is FC1=CC=C(C=C1)C1=C(C(=C(N1CCCC(C(CC(=O)N(C1=CC=CC=C1)C1=CC=CC=C1)O)O)C(C)C)C(=O)NC1=CC=CC=C1)C1=CC=CC=C1 (5-(4-fluorophenyl)-β,γ-dihydroxy-2-(1-methylethyl)-N,N,4-triphenyl-3-[(phenylamino)carbonyl]-1H-pyrrole-1-heptanamide). Reaction SMILES: [C:1]1([N:7]([C:51]2[CH:56]=[CH:55][CH:54]=[CH:53][CH:52]=2)[C:8](=[O:50])[CH2:9][C@@H:10]2[O:15]C(C)(C)O[C@H:12]([CH2:18][CH2:19][N:20]3[C:24]([C:25]4[CH:30]=[CH:29][C:28]([F:31])=[CH:27][CH:26]=4)=[C:23]([C:32]4[CH:37]=[CH:36][CH:35]=[CH:34][CH:33]=4)[C:22]([C:38]([NH:40][C:41]4[CH:46]=[CH:45][CH:44]=[CH:43][CH:42]=4)=[O:39])=[C:21]3[CH:47]([CH3:49])[CH3:48])[CH2:11]2)[CH:6]=[CH:5][CH:4]=[CH:3][CH:2]=1.Cl.C[OH:59]>>[F:31][C:28]1[CH:29]=[CH:30][C:25]([C:24]2[N:20]([CH2:19][CH2:18][CH2:12][CH:11]([OH:59])[CH:10]([OH:15])[CH2:9][C:8]([N:7]([C:51]3[CH:56]=[CH:55][CH:54]=[CH:53][CH:52]=3)[C:1]3[CH:6]=[CH:5][CH:4]=[CH:3][CH:2]=3)=[O:50])[C:21]([CH:47]([CH3:49])[CH3:48])=[C:22]([C:38]([NH:40][C:41]3[CH:42]=[CH:43][CH:44]=[CH:45][CH:46]=3)=[O:39])[C:23]=2[C:32]2[CH:33]=[CH:34][CH:35]=[CH:36][CH:37]=2)=[CH:26][CH:27]=1. Reported procedure: (4R-cis)-1-[2-[6-[2-(diphenylamino)-2-oxoethyl]-2,2-dimethyl-1,3-dioxan-4-yl]ethyl]-5-(4-fluorophenyl)-2-(1-methylethyl)-N,4-diphenyl-1H-pyrrole-3-carboxamide is dissolved in methanol (300 mL) and reacted by adding 1.0N hydrochloric acid (100 mL) and stirring for 12 hours at room temperature. The white crystalline solid [R-(R*,R*)]-5-(4-fluorophenyl)-β,γ-dihydroxy-2-(1-methylethyl)-N,N,4-triphenyl-3-[(phenylamino)carbonyl]-1H-pyrrole-1-heptanamide is isolated by filtration (mp 228.5°-232.9° C., ... Starting materials: CS(=O)(=O)c1cccc(-c2ccccc2NC(=S)NC(=O)c2ccccc2)c1, CCO, [Na+], [OH-]. Product: CS(=O)(=O)c1cccc(-c2ccccc2NC(N)=S)c1. As a reaction SMILES: [C:1](=[O:2])([c:3]1[cH:4][cH:5][cH:6][cH:7][cH:8]1)[NH:9][C:10](=[S:11])[NH:12][c:13]1[c:14](-[c:19]2[cH:20][c:21]([S:25](=[O:26])(=[O:27])[CH3:28])[cH:22][cH:23][cH:24]2)[cH:15][cH:16][cH:17][cH:18]1.[CH3:31][CH2:32][OH:33].[Na+:30].[OH-:29]>>[NH2:9][C:10](=[S:11])[NH:12][c:13]1[c:14](-[c:19]2[cH:20][c:21]([S:25](=[O:26])(=[O:27])[CH3:28])[cH:22][cH:23][cH:24]2)[cH:15][cH:16][cH:17][cH:18]1. The yield is 95.2%. Product: O1C(=CC=C2C1=CC=C2)N(C(=O)C2(C(C(=O)O)C=CC=C2)CCC2=CC=C(C=C2)C=CC(C)(C)C)C2=CC=CC=C2 (2-(4-Benzofuran-2-yl-phenylcarbamoyl)-2-[4-(3,3-dimethyl-but-1-enyl)-phenyl-ethyl]-benzoic acid). The solvent is CCO.C1CCOC1.O (EtOH THF H2O). As a reaction SMILES: C[O:2][C:3](=[O:42])[CH:4]1[CH:9]=[CH:8][CH:7]=[CH:6][C:5]1([C:24](=[O:41])[N:25]([C:32]1[O:40][C:36]2=[CH:37][CH:38]=[CH:39][C:35]2=[CH:34][CH:33]=1)[C:26]1[CH:31]=[CH:30][CH:29]=[CH:28][CH:27]=1)[CH2:10][CH2:11][C:12]1[CH:17]=[CH:16][C:15]([CH:18]=[CH:19][C:20]([CH3:23])([CH3:22])[CH3:21])=[CH:14][CH:13]=1.[OH-].[Na+]>CCO.C1COCC1.O>[O:40]1[C:36]2=[CH:37][CH:38]=[CH:39][C:35]2=[CH:34][CH:33]=[C:32]1[N:25]([C:26]1[CH:31]=[CH:30][CH:29]=[CH:28][CH:27]=1)[C:24]([C:5]1([CH2:10][CH2:11][C:12]2[CH:13]=[CH:14][C:15]([CH:18]=[CH:19][C:20]([CH3:23])([CH3:21])[CH3:22])=[CH:16][CH:17]=2)[CH:6]=[CH:7][CH:8]=[CH:9][CH:4]1[C:3]([OH:42])=[O:2])=[O:41] |f:1.2,3.4.5|. Conditions: time 8 hour. Procedure details: To a stirred solution of (R)-4-[2-(4-Benzofuran-2-yl-phenylcarbamoyl)-2-[4-(3,3-dimethyl-but-1-enyl)-phenyl-ethyl]-benzoic acid methyl ester (0.29 g, 0.52 mmol) in EtOH/THF/H2O (4:2:1) (12 mL) at rt, was added aq. 40% NaOH (2.5 ml), The reaction mixture was stirred for overnight, After completion of the reaction, the solvent was removed under reduced pressure. The crude was taken to pH=2 with 4N HCl and the resulting mixture was extracted with ethyl acetate. The organic layer was dried over MgSO... Reactants: COC(C1C(C=CC=C1)(CCC1=CC=C(C=C1)C=CC(C)(C)C)C(N(C1=CC=CC=C1)C1=CC=C2C(=CC=C2)O1)=O)=O (2-(4-Benzofuran-2-yl-phenylcarbamoyl)-2-[4-(3,3-dimethyl-but-1-enyl)-phenyl-ethyl]-benzoic acid methyl ester), [OH-].[Na+] (NaOH). Reactants: CC(=O)Cl, CC#N, CC1CC(CN2CCCNC2=N[N+](=O)[O-])CO1, [H-], [Na+]. Product: CC(=O)N1CCCN(CC2COC(C)C2)C1=N[N+](=O)[O-]. Reaction SMILES: [CH3:20][C:21]([Cl:22])=[O:23].[CH3:24][C:25]#[N:26].[CH3:3][CH:4]1[O:5][CH2:6][CH:7]([CH2:9][N:10]2[C:11](=[N:16][N+:17](=[O:18])[O-:19])[NH:12][CH2:13][CH2:14][CH2:15]2)[CH2:8]1.[H-:1].[Na+:2]>>[CH3:3][CH:4]1[O:5][CH2:6][CH:7]([CH2:9][N:10]2[C:11](=[N:16][N+:17](=[O:18])[O-:19])[N:12]([C:21]([CH3:20])=[O:23])[CH2:13][CH2:14][CH2:15]2)[CH2:8]1. The reactants are C1COCCOCCOCCOCCOCCO1 (18-crown-6), N1=CC=CC2=CC=CC=C12 (quinoline), [F-].[K+] (KF), S1C(=CC=C1)C=O (2-Thiophenecarboxaldehyde), FC(S(=O)(=O)OC1=C(C=CC=C1)[Si](C)(C)C)(F)F (2-(trimethylsilyl)phenyl trifluoromethanesulfonate), Pet. ether EtOAc. Run in C1CCOC1 (THF). Product: S1C(=CC=C1)C1C2=C(N3C(C=CC4=CC=CC=C34)O1)C=CC=C2 (5-(thiophen-2-yl)-5H,6aH-benzo[4,5][1,3]oxazino[3,2-a]quinoline). Isolated yield 57.0%. Reaction SMILES: [N:1]1[C:10]2[C:5](=[CH:6][CH:7]=[CH:8][CH:9]=2)[CH:4]=[CH:3][CH:2]=1.[S:11]1[CH:15]=[CH:14][CH:13]=[C:12]1[CH:16]=[O:17].FC(F)(F)S(O[C:24]1[CH:29]=[CH:28][CH:27]=[CH:26][C:25]=1[Si](C)(C)C)(=O)=O.[F-].[K+].C1OCCOCCOCCOCCOCCOC1>C1COCC1>[S:11]1[CH:15]=[CH:14][CH:13]=[C:12]1[CH:16]1[O:17][CH:2]2[CH:3]=[CH:4][C:5]3[C:10]([N:1]2[C:25]2[CH:26]=[CH:27][CH:28]=[CH:29][C:24]1=2)=[CH:9][CH:8]=[CH:7][CH:6]=3 |f:3.4|. Procedure: Following the general procedure, treatment of quinoline (0.064 g, 59 μL, 0.50 mmol) and 2-Thiophenecarboxaldehyde (0.084 g, 70 μL, 0.75 mmol) with 2-(trimethylsilyl)phenyl trifluoromethanesulfonate (0.179 g, 146 μL, 0.60 mmol) in the presence of KF (0.070 g, 1.2 mmol) and 18-crown-6 (0.317 g, 1.2 mmol) in THF (2.0 mL) at −10° C. to room temperature for 12 hrs followed by flash column chromatography (Pet. ether/EtOAc=75/25) of the crude reaction mixture afforded 5-(thiophen-2-yl)-5H,6aH-benzo[4,5...